Dataset: the Open Reaction Database (ORD), a public repository of structured organic reaction records. Task: describe an organic reaction: reactants, conditions, products, and yield As a reaction SMILES: [Br:7][c:8]1[cH:9][cH:10][c:11]2[c:12]3[c:13]([cH:14][n:15][c:16]2[cH:17]1)[n:18][c:19]([CH2:27][O:28][CH2:29][CH3:30])[n:20]3[CH2:21][CH2:22][CH2:23][CH2:24][CH2:25][Cl:26].[I-:6].[K+:5].[NH2:1][C:2]([NH2:3])=[S:4].[O:31]=[CH:32][N:33]([CH3:34])[CH3:35]>>[ClH:26].[NH2:1][C:2](=[NH:3])[S:4][CH2:25][CH2:24][CH2:23][CH2:22][CH2:21][n:20]1[c:12]2[c:11]3[cH:10][cH:9][c:8]([Br:7])[cH:17][c:16]3[n:15][cH:14][c:13]2[n:18][c:19]1[CH2:27][O:28][CH2:29][CH3:30]. Reactants: CCOCc1nc2cnc3cc(Br)ccc3c2n1CCCCCCl, [I-], [K+], NC(N)=S, CN(C)C=O. Yields the product Cl, CCOCc1nc2cnc3cc(Br)ccc3c2n1CCCCCSC(=N)N.